This data is from the Open Reaction Database (ORD), a public repository of structured organic reaction records. The task is: describe an organic reaction: reactants, conditions, products, and yield Starting materials: C([O-])(O)=O.[Na+] (sodium bicarbonate), N1=CC=CC=C1 (Pyridine), P(Cl)(Cl)(Cl)(Cl)Cl (phosphorus pentachloride), C1(=CC=CC=C1)CC(=O)NC1[C@@H]2N(C(C(CS2)=COC(C)=O)C(=O)OCC2=CC=C(C=C2)[N+](=O)[O-])C1=O (4-nitrobenzyl 7-(2-phenylacetamido)-3-acetoxymethylenecepham-4-carboxylate). Solvent: C(Cl)Cl (methylene chloride), O (Water), CO (Methanol), C(Cl)Cl (methylene chloride). Reaction conditions: time 30 minute. The product is NC1[C@@H]2N(C(C(CS2)=COC(C)=O)C(=O)OCC2=CC=C(C=C2)[N+](=O)[O-])C1=O (4-nitrobenzyl 7-amino-3-acetoxymethylenecepham-4-carboxylate). The yield is 71.7%. As a reaction SMILES: N1C=CC=CC=1.P(Cl)(Cl)(Cl)(Cl)Cl.C1(CC([NH:22][CH:23]2[C:48](=[O:49])[N:25]3[CH:26]([C:35]([O:37][CH2:38][C:39]4[CH:44]=[CH:43][C:42]([N+:45]([O-:47])=[O:46])=[CH:41][CH:40]=4)=[O:36])[C:27](=[CH:30][O:31][C:32](=[O:34])[CH3:33])[CH2:28][S:29][C@H:24]23)=O)C=CC=CC=1.C(=O)(O)[O-].[Na+]>C(Cl)Cl.O.CO>[NH2:22][CH:23]1[C:48](=[O:49])[N:25]2[CH:26]([C:35]([O:37][CH2:38][C:39]3[CH:44]=[CH:43][C:42]([N+:45]([O-:47])=[O:46])=[CH:41][CH:40]=3)=[O:36])[C:27](=[CH:30][O:31][C:32](=[O:34])[CH3:33])[CH2:28][S:29][C@H:24]12 |f:3.4|. Procedure: Pyridine (1.2 g.) was added to a solution of phosphorus pentachloride (3.1 g.) in methylene chloride (30 ml.) at 5° to 7° C. and stirred at the same temperature for 30 minutes. To the solution was added 4-nitrobenzyl 7-(2-phenylacetamido)-3-acetoxymethylenecepham-4-carboxylate (5.4 g.) at -10° C., and stirred at the same temperature for 1.5 hours. Methanol (8 ml.) was added to the solution at -30° C. and stirred at 0° C. for 40 minutes. Water (10 ml.) and methylene chloride (50 ml.) were added t... Starting materials: BrB(Br)Br, COc1cc(C#N)ccc1Oc1ccc(Cl)cc1Cl, ClCCl, O. The product is N#Cc1ccc(Oc2ccc(Cl)cc2Cl)c(O)c1. RXN SMILES: [B:20]([Br:21])([Br:22])[Br:23].[Cl:1][c:2]1[c:3]([O:4][c:5]2[c:6]([O:13][CH3:14])[cH:7][c:8]([C:9]#[N:10])[cH:11][cH:12]2)[cH:15][cH:16][c:17]([Cl:19])[cH:18]1.[Cl:25][CH2:26][Cl:27].[OH2:24]>>[Cl:1][c:2]1[c:3]([O:4][c:5]2[c:6]([OH:13])[cH:7][c:8]([C:9]#[N:10])[cH:11][cH:12]2)[cH:15][cH:16][c:17]([Cl:19])[cH:18]1.